From a dataset of the Open Reaction Database (ORD), a public repository of structured organic reaction records. describe an organic reaction: reactants, conditions, products, and yield Starting materials: C(C)N(C(C)C)C(C)C (N-ethyl-N-isopropylpropan-2-amine), CS(=O)(=O)Cl (methanesulfonyl chloride), ClC1=C(C=C(C=C1)NC(C1=CC(=C(C=C1)CS(=O)(=O)C)OCCN1CCNCC1)=O)C1=NC=CC=C1 (N-(4-Chloro-3-(pyridin-2-yl)phenyl)-4-(methylsulfonylmethyl)-3-(2-(piperazin-1-yl)ethoxy)benzamide), C(C)N(C(C)C)C(C)C (N-ethyl-N-isopropylpropan-2-amine), CS(=O)(=O)Cl (methanesulfonyl chloride), CS(=O)(=O)Cl (methanesulfonyl chloride). Run in C1CCOC1 (THF), ClCCl (dichloromethane). Conditions: time 72 hour. Product: ClC1=C(C=C(C=C1)NC(C1=CC(=C(C=C1)CS(=O)(=O)C)OCCN1CCN(CC1)S(=O)(=O)C)=O)C1=NC=CC=C1 (N-(4-chloro-3-(pyridin-2-yl)phenyl)-3-(2-(4-(methylsulfonyl)piperazin-1-yl)ethoxy)-4-(methylsulfonylmethyl)benzamide). Yield: 28.0%. RXN SMILES: [Cl:1][C:2]1[CH:7]=[CH:6][C:5]([NH:8][C:9](=[O:30])[C:10]2[CH:15]=[CH:14][C:13]([CH2:16][S:17]([CH3:20])(=[O:19])=[O:18])=[C:12]([O:21][CH2:22][CH2:23][N:24]3[CH2:29][CH2:28][NH:27][CH2:26][CH2:25]3)[CH:11]=2)=[CH:4][C:3]=1[C:31]1[CH:36]=[CH:35][CH:34]=[CH:33][N:32]=1.C(N(C(C)C)C(C)C)C.[CH3:46][S:47](Cl)(=[O:49])=[O:48]>ClCCl.C1COCC1>[Cl:1][C:2]1[CH:7]=[CH:6][C:5]([NH:8][C:9](=[O:30])[C:10]2[CH:15]=[CH:14][C:13]([CH2:16][S:17]([CH3:20])(=[O:19])=[O:18])=[C:12]([O:21][CH2:22][CH2:23][N:24]3[CH2:29][CH2:28][N:27]([S:47]([CH3:46])(=[O:49])=[O:48])[CH2:26][CH2:25]3)[CH:11]=2)=[CH:4][C:3]=1[C:31]1[CH:36]=[CH:35][CH:34]=[CH:33][N:32]=1. Procedure: N-(4-Chloro-3-(pyridin-2-yl)phenyl)-3-hydroxy-4-(methylsulfonylmethyl)benzamide (1.00 g, 2.40 mmol) was dissolved in DMF (20 ml). Cesium carbonate (1.56 g, 4.8 mmol) and 1,2-dibromoethane (0.83 ml, 9.6 mmol) were added, and the reaction was stirred at 50° C. for 18 hours. The reaction was quenched with water, basified with 10% aqueous NaOH, and extracted with ethyl acetate twice. The ethyl extracts were washed with water once, brine once, dried with MgSO4, and evaporated to a crude oil which was...